The task is: describe an organic reaction: reactants, conditions, products, and yield. This data is from the Open Reaction Database (ORD), a public repository of structured organic reaction records. Starting materials: BrCC1CC=2C(=C3CCC(NC3=C(C2)C)=O)O1 (2-Bromomethyl-5-methyl-2,3,6,7,8,9-hexahydrofuro [2,3-f]quinoline- 7-one), C(=O)(OCC1=CC=CC=C1)NN (carbobenzoxy hydrazine), solid, O (water). Solvent: CN(C=O)C (dimethylformamide). Run at temperature 150 celsius, time 5 hour. Product: C(C1=CC=CC=C1)OC(=O)NNCC1CC=2C(=C3CCC(NC3=C(C2)C)=O)O1 (2-Benzoxycarbonylhydrazinomethyl-5-methyl-2,3,6,7,8,9-hexahydrofuro[2,3-f]quinoline-7-one). Isolated yield 38.2%. Reaction SMILES: Br[CH2:2][CH:3]1[O:17][C:6]2=[C:7]3[C:12](=[C:13]([CH3:15])[CH:14]=[C:5]2[CH2:4]1)[NH:11][C:10](=[O:16])[CH2:9][CH2:8]3.[C:18]([NH:28][NH2:29])([O:20][CH2:21][C:22]1[CH:27]=[CH:26][CH:25]=[CH:24][CH:23]=1)=[O:19].O>CN(C)C=O>[CH2:21]([O:20][C:18]([NH:28][NH:29][CH2:2][CH:3]1[O:17][C:6]2=[C:7]3[C:12](=[C:13]([CH3:15])[CH:14]=[C:5]2[CH2:4]1)[NH:11][C:10](=[O:16])[CH2:9][CH2:8]3)=[O:19])[C:22]1[CH:27]=[CH:26][CH:25]=[CH:24][CH:23]=1. Reported procedure: The compound obtained in Example 338 (1.5 g, 5.1 mmol) was dissolved in dimethylformamide (40 ml), to which carbobenzoxy hydrazine (4.2 g, 25.3 mmol) was added, and stirred at 150° C. for 5 hours. The reaction mixture was poured into water, and then extracted with chloroform. The organic phase was washed with water, dried, and condensed under reduced pressure. As a result, 0.744 g of the title compound was obtained as a colorless solid (40.0%). Reactants: O=C(n1ccnc1)n1ccnc1, [Li]CCCC, CCCCCC, OCC12CCCN(CCC1)C2, C1CCOC1, O=C(O)c1c[nH]c2ccccc12. RXN SMILES: [C:13]([n:14]1[cH:15][cH:16][n:17][cH:18]1)([n:19]1[cH:20][cH:21][n:22][cH:23]1)=[O:24].[CH2:42]([Li:43])[CH2:44][CH2:45][CH3:46].[CH3:36][CH2:37][CH2:38][CH2:39][CH2:40][CH3:41].[N:25]12[CH2:26][CH2:27][CH2:28][C:29]([CH2:34][OH:35])([CH2:30][CH2:31][CH2:32]1)[CH2:33]2.[O:47]1[CH2:48][CH2:49][CH2:50][CH2:51]1.[OH:1][C:2](=[O:3])[c:4]1[cH:5][nH:6][c:7]2[cH:8][cH:9][cH:10][cH:11][c:12]12>>[O:1]=[C:2]([O:3][CH2:34][C:29]12[CH2:28][CH2:27][CH2:26][N:25]([CH2:32][CH2:31][CH2:30]1)[CH2:33]2)[c:4]1[cH:5][nH:6][c:7]2[cH:8][cH:9][cH:10][cH:11][c:12]12. The product is O=C(OCC12CCCN(CCC1)C2)c1c[nH]c2ccccc12. The reactants are S1C=NC=C1 (thiazole), BrC(C(=O)C1=C(C=CC=C1)C)C1=CC=C(C=C1)SC (2-Bromo-1-(2-methylphenyl)-2-(4-methylthiophenyl)ethanone), ClC1=CC=C(C(=S)N)C=C1 (4-chlorothiobenzamide), C(C)#N (acetonitrile), CO (methanol). Yields the product ClC1=C(C=CC=C1)C=1SC(=C(N1)C1=C(C=CC=C1)C)C1=CC=C(C=C1)SC (2-(2-Chlorophenyl)-4-(2-methylphenyl)-5-(4-methylthiophenyl)thiazole). The yield is 27.0%. As a reaction SMILES: Br[CH:2]([C:12]1[CH:17]=[CH:16][C:15]([S:18][CH3:19])=[CH:14][CH:13]=1)[C:3]([C:5]1[CH:10]=[CH:9][CH:8]=[CH:7][C:6]=1[CH3:11])=O.[Cl:20][C:21]1C=C[C:24]([C:25](N)=S)=[CH:23][CH:22]=1.CO.[S:32]1[CH:36]=[CH:35]N=C1.C(#[N:39])C>>[Cl:20][C:21]1[CH:22]=[CH:23][CH:24]=[CH:25][C:35]=1[C:36]1[S:32][C:2]([C:12]2[CH:17]=[CH:16][C:15]([S:18][CH3:19])=[CH:14][CH:13]=2)=[C:3]([C:5]2[CH:10]=[CH:9][CH:8]=[CH:7][C:6]=2[CH3:11])[N:39]=1. Procedure details: A solution of the bromoketone intermediate from Step 3 (0.68 g, 2.03 mmol) and 4-chlorothiobenzamide (0.34 g, 1.98 mmol) in 10 mL of acetonitrile was heated to reflux for 16 hours. The solution was cooled to room temperature and poured into 30 mL of methanol, chilled with an ice bath whereupon crystals of pure thiazole formed which were isolated by filtration and air dried to afford the desired thiazole (220 mg, 27%): mp 116°-119° C. 1H NMR (CDCl3) 300 MHz 8.33 (m, 1H), 7.50 (m, 1H), 7.16-7.36 (... Reactants: Cc1c([N+](=O)[O-])cnc(C#N)c1C, [Ca+2], [Cl-], [Cl-], [Fe]. The product is Cc1c(N)cnc(C#N)c1C. RXN SMILES: [C:1](#[N:2])[c:3]1[n:4][cH:5][c:6]([N+:11]([O-:12])=[O:13])[c:7]([CH3:10])[c:8]1[CH3:9].[Ca+2:16].[Cl-:14].[Cl-:15].[Fe:17]>>[C:1](#[N:2])[c:3]1[n:4][cH:5][c:6]([NH2:11])[c:7]([CH3:10])[c:8]1[CH3:9]. The reactants are O (water), BrC1=C(C=CC=C1)S (2-bromothiophenol), BrCC1OCCO1 (2-bromomethyl-1,3-dioxolane), C([O-])([O-])=O.[K+].[K+] (potassium carbonate). Solvent: CN(C=O)C (N,N-dimethylformamide). Reaction conditions: time 8 hour. The product is BrC1=C(C=CC=C1)SCC1OCCO1 ((2-bromophenylthiomethyl)-1,3-dioxolane). As a reaction SMILES: [Br:1][C:2]1[CH:7]=[CH:6][CH:5]=[CH:4][C:3]=1[SH:8].Br[CH2:10][CH:11]1[O:15][CH2:14][CH2:13][O:12]1.C(=O)([O-])[O-].[K+].[K+].O>CN(C)C=O>[Br:1][C:2]1[CH:7]=[CH:6][CH:5]=[CH:4][C:3]=1[S:8][CH2:10][CH:11]1[O:15][CH2:14][CH2:13][O:12]1 |f:2.3.4|. Procedure: To a mixture of 2-bromothiophenol (5 g) and 2-bromomethyl-1,3-dioxolane (2.98 mL) in N,N-dimethylformamide (50 mL) was added potassium carbonate (5.48 g) at room temperature, and the mixture was stirred overnight. The reaction mixture was poured into water, and the mixture was extracted with diethyl ether. The extract washed with water, 1 mol/L sodium hydroxide aqueous solution, water and brine successively, and dried over anhydrous magnesium sulfate, and the solvent was removed under reduced pr... Starting materials: S(=O)(=O)(O)O.CN(N)C1=CC=CC=C1 (1-methyl-1-phenylhydrazine sulphate), [OH-].[Na+] (sodium hydroxide), N1CC(CCC1)C(=O)O (3-piperidinecarboxylic acid), methyl ester. Solvent: O (water), O (Water), industrial methylated spirits, O (water), Cl (hydrochloric acid). Product: CN(NC1=CC(NCC1)=O)C1=CC=CC=C1 (5,6-Dihydro-4-(2-methyl-2-phenylhydrazino)-2(1H)-pyridinone). As a reaction SMILES: [NH:1]1[CH2:6][CH2:5][CH2:4][CH:3](C(O)=O)[CH2:2]1.S(O)(O)(=O)=O.[CH3:15][N:16]([C:18]1[CH:23]=[CH:22][CH:21]=[CH:20][CH:19]=1)[NH2:17].[OH-:24].[Na+]>O.Cl>[CH3:15][N:16]([C:18]1[CH:23]=[CH:22][CH:21]=[CH:20][CH:19]=1)[NH:17][C:4]1[CH2:3][CH2:2][NH:1][C:6](=[O:24])[CH:5]=1 |f:1.2,3.4|. Reported procedure: A mixture of 3-piperidinecarboxylic acid, 2,4-dioxo-, methyl ester (10.0 g) in industrial methylated spirits and water (1:1) (50 ml) and 5M aqueous hydrochloric acid (0.4 ml) was heated at 50°-55° for 30 min, and then heated at reflux for 1.5 h. The resulting mixture was cooled to room temperature and treated with 1-methyl-1-phenylhydrazine sulphate (2:1) (9.9 g) and 5M aqueous sodium hydroxide (11.6 ml). Water (5.5 ml) was added, and more water (33 ml) was added slowly over 45 min. The resultan... The reactants are CCCc1nc(C)nc(O)c1Cc1ccc(-c2ccccc2C2=NC(C)(C)CO2)cc1, CN(C)C=O, O=S(Cl)Cl. The product is CCCc1nc(C)nc(Cl)c1Cc1ccc(-c2ccccc2C2=NC(C)(C)CO2)cc1. Reaction SMILES: [CH2:1]([CH2:2][CH3:3])[c:4]1[c:5]([CH2:12][c:13]2[cH:14][cH:15][c:16](-[c:19]3[c:20]([C:25]4=[N:29][C:28]([CH3:30])([CH3:31])[CH2:27][O:26]4)[cH:21][cH:22][cH:23][cH:24]3)[cH:17][cH:18]2)[c:6]([OH:11])[n:7][c:8]([CH3:10])[n:9]1.[CH3:32][N:33]([CH3:34])[CH:35]=[O:36].[S:37]([Cl:38])([Cl:39])=[O:40]>>[CH2:1]([CH2:2][CH3:3])[c:4]1[c:5]([CH2:12][c:13]2[cH:14][cH:15][c:16](-[c:19]3[c:20]([C:25]4=[N:29][C:28]([CH3:30])([CH3:31])[CH2:27][O:26]4)[cH:21][cH:22][cH:23][cH:24]3)[cH:17][cH:18]2)[c:6]([Cl:39])[n:7][c:8]([CH3:10])[n:9]1.